Dataset: the Open Reaction Database (ORD), a public repository of structured organic reaction records. Task: describe an organic reaction: reactants, conditions, products, and yield Starting materials: O=C(CBr)c1ccc(O)cc1, [Cl-], [H-], [NH4+], [Na+], CN(C)C=O, COC(=O)c1ccc[nH]1. Yields the product COC(=O)c1cccn1CC(=O)c1ccc(O)cc1. Reaction SMILES: [Br:12][CH2:13][C:14](=[O:15])[c:16]1[cH:17][cH:18][c:19]([OH:22])[cH:20][cH:21]1.[Cl-:23].[H-:10].[NH4+:24].[Na+:11].[O:25]=[CH:26][N:27]([CH3:28])[CH3:29].[nH:1]1[c:2]([C:6](=[O:7])[O:8][CH3:9])[cH:3][cH:4][cH:5]1>>[n:1]1([CH2:13][C:14](=[O:15])[c:16]2[cH:17][cH:18][c:19]([OH:22])[cH:20][cH:21]2)[c:2]([C:6](=[O:7])[O:8][CH3:9])[cH:3][cH:4][cH:5]1. The reactants are CN1C=CC(=C2C=CC3=C4C(NC(C4=C21)=O)=CCN3C3=NC=CC=C3)[N+](=O)[O-] (11-methyl-8-nitro-5-(pyridin-2-yl)-2,4,5,11-tetrahydro-1H-2,5,11-triazadibenzo[cd,h]azulen-1-one), [Cl-].[NH4+] (ammonium chloride), O (water). Reagents/catalysts: [Zn] (zinc). Solvent: O1CCCC1 (tetrahydrofuran), C(C)O (ethanol). Yields the product NC=1C=CN(C=2C1C=CC1=C3C(NC(C23)=O)=CCN1C1=NC=CC=C1)C (8-amino-11-methyl-5-(pyridin-2-yl)-2,4,5,11-tetrahydro-1H-2,5,11-triazadibenzo[cd,h]azulen-1-one). Yield: 88.5%. RXN SMILES: [CH3:1][N:2]1[C:15]2[C:6]([CH:7]=[CH:8][C:9]3[N:19]([C:20]4[CH:25]=[CH:24][CH:23]=[CH:22][N:21]=4)[CH2:18][CH:17]=[C:11]4[NH:12][C:13](=[O:16])[C:14]=2[C:10]=34)=[C:5]([N+:26]([O-])=O)[CH:4]=[CH:3]1.[Cl-].[NH4+].O>O1CCCC1.C(O)C.[Zn]>[NH2:26][C:5]1[CH:4]=[CH:3][N:2]([CH3:1])[C:15]2[C:6]=1[CH:7]=[CH:8][C:9]1[N:19]([C:20]3[CH:25]=[CH:24][CH:23]=[CH:22][N:21]=3)[CH2:18][CH:17]=[C:11]3[NH:12][C:13](=[O:16])[C:14]=2[C:10]=13 |f:1.2|. Procedure details: A mixture of Example 82c (0.09 g, 0.241 mmol), zinc dust (0.236 g, 3.62 mmol) and ammonium chloride (0.129 g, 2.411 mmol) in tetrahydrofuran (2.6 mL), ethanol (1.3 mL), and water (0.65 mL) was stirred at ambient temperature for 1 hour and then filtered to remove the solid. The filtrate was concentrated and then slurried in water. The solid was collected by filtration and dried in a vacuum oven at 70° C. to give 0.0732 g (88%) of the title compound as an impure mixture. Starting materials: ( 9,12 ), COC(CCCCCCCC=CCCCCCCCC)=O (methyl-9-octadecenoate), C(C(C)C)N1C(N(C(C=2NC=NC12)=O)C)=O (3-isobutyl-1-methylxantliine), B(F)(F)F (BF3), N(=O)[O-].[Na+] (NaNO2), C(CCCCCCCC=CCCCCCCCC)(=O)O (9-Octadecenoic acid), methyl ester, C1(=CC=CC=C1)[Se]Br (Phenylselenium bromide). The reagents and catalysts are Cl[Hg]Cl (HgCl2). The solvent is O1CCCC1 (tetrahydrofuran), CC#N (CH3CN). Product: CCCCC/C=C\C/C(=C\CCCCCCCC(=O)O)/[N+](=O)[O-] (LNO2), [13C]OA-NO2. As a reaction SMILES: [C:1]([OH:20])(=[O:19])[CH2:2][CH2:3][CH2:4][CH2:5][CH2:6][CH2:7][CH2:8][CH:9]=[CH:10][CH2:11][CH2:12][CH2:13][CH2:14][CH2:15][CH2:16][CH2:17][CH3:18].COC(=O)CCCCCCCC=CCCCCCCCC.C1([Se]Br)C=CC=CC=1.[N:50]([O-:52])=[O:51].[Na+].C(N1C2N=CNC=2C(=O)N(C)C1=O)C(C)C.B(F)(F)F>Cl[Hg]Cl.CC#N.O1CCCC1>[CH3:18][CH2:17][CH2:16][CH2:15][CH2:14]/[CH:13]=[CH:12]\[CH2:11]/[C:10](/[N+:50]([O-:52])=[O:51])=[CH:9]\[CH2:8][CH2:7][CH2:6][CH2:5][CH2:4][CH2:3][CH2:2][C:1]([OH:20])=[O:19] |f:3.4|. Reported procedure: Materials. 9-Octadecenoic acid (oleic acid) and its respective methyl ester, methyl-9-octadecenoate was purchased from Nu-Check Prep (Elysian, Minn.). LNO2 and [13C]LNO2 were synthesized as previously described (9,12); OA-NO2 and [13C]OA-NO2 were synthesized as described in below. Phenylselenium bromide, HgCl2, NaNO2, anhydrous tetrahydrofuran (THF), CH3CN, CDCl3, insulin, dexaniethasone and 3-isobutyl-1-methylxantliine were obtained from Sigma/Aldrich (St Louis, Mo.). Silica gel G and HF thin l... Yields the product desired product, C(C=C)S(=O)(=O)[O-].C[N+]1=CC=CC=C1 (1-methylpyridinium allylsulfonate). Yield: 93.0%. Conditions: temperature 80 celsius, time 2 hour. As a reaction SMILES: [CH2:1]([S:4]([O:7]C)(=[O:6])=[O:5])[CH:2]=[CH2:3].[N:9]1[CH:14]=[CH:13][CH:12]=[CH:11][CH:10]=1>>[CH2:1]([S:4]([O-:7])(=[O:6])=[O:5])[CH:2]=[CH2:3].[CH3:1][N+:9]1[CH:14]=[CH:13][CH:12]=[CH:11][CH:10]=1 |f:2.3|. Procedure details: Methyl allylsulfonate (21.4 g, 0.157 mol) synthesized by the conventional method and pyridine (13.1 g, 0.166mol, 1.05 eq) were reacted by stirring for 2 hours at 80° C. After completed the reaction, unreacted pyridine was removed under reduced pressure, crude substance was washed with ethyl acetate several times. The desired product of 1-methylpyridinium allylsulfonate (31.4 g, 0.146 mmol, 93% yield) was obtained by drying by heating under reduced pressure. Melting point was 39° C. Measurement r... Reactants: C(C=C)S(=O)(=O)OC (Methyl allylsulfonate), N1=CC=CC=C1 (pyridine), N1=CC=CC=C1 (pyridine). The reactants are C1COCCO1, O=S1CCSC=C1c1ccccc1. Yields the product C1=C(c2ccccc2)SCCS1. RXN SMILES: [O:14]1[CH2:15][CH2:16][O:17][CH2:18][CH2:19]1.[c:1]1([C:7]2=[CH:12][S:11][CH2:10][CH2:9][S:8]2=[O:13])[cH:2][cH:3][cH:4][cH:5][cH:6]1>>[c:1]1([C:7]2=[CH:12][S:11][CH2:10][CH2:9][S:8]2)[cH:2][cH:3][cH:4][cH:5][cH:6]1. Starting materials: Cc1nc2ccccc2n1-c1nc(N2CCOCC2)c2nc(CBr)n(C)c2n1, NC1CCc2ccccc21. Yields the product Cc1nc2ccccc2n1-c1nc(N2CCOCC2)c2nc(CNC3CCc4ccccc43)n(C)c2n1. Reaction SMILES: [Br:1][CH2:2][c:3]1[n:4]([CH3:28])[c:5]2[n:6][c:7](-[n:18]3[c:19]([CH3:27])[n:20][c:21]4[c:22]3[cH:23][cH:24][cH:25][cH:26]4)[n:8][c:9]([N:12]3[CH2:13][CH2:14][O:15][CH2:16][CH2:17]3)[c:10]2[n:11]1.[CH:29]1([NH2:38])[CH2:30][CH2:31][c:32]2[cH:33][cH:34][cH:35][cH:36][c:37]21>>[CH2:2]([c:3]1[n:4]([CH3:28])[c:5]2[n:6][c:7](-[n:18]3[c:19]([CH3:27])[n:20][c:21]4[c:22]3[cH:23][cH:24][cH:25][cH:26]4)[n:8][c:9]([N:12]3[CH2:13][CH2:14][O:15][CH2:16][CH2:17]3)[c:10]2[n:11]1)[NH:38][CH:29]1[CH2:30][CH2:31][c:32]2[cH:33][cH:34][cH:35][cH:36][c:37]21. The reactants are CCOC(=O)CC(=O)c1ccc(OC)cc1, C1COCCO1. Product: CCOC(=O)C(=O)C(=O)c1ccc(OC)cc1. As a reaction SMILES: [CH3:1][O:2][c:3]1[cH:4][cH:5][c:6]([C:7](=[O:8])[CH2:9][C:10](=[O:11])[O:12][CH2:13][CH3:14])[cH:15][cH:16]1.[O:17]1[CH2:18][CH2:19][O:20][CH2:21][CH2:22]1>>[CH3:1][O:2][c:3]1[cH:4][cH:5][c:6]([C:7](=[O:8])[C:9]([C:10](=[O:11])[O:12][CH2:13][CH3:14])=[O:17])[cH:15][cH:16]1.